This data is from the Open Reaction Database (ORD), a public repository of structured organic reaction records. The task is: describe an organic reaction: reactants, conditions, products, and yield RXN SMILES: [C:1](=[CH2:2])([CH3:3])[c:4]1[cH:5][cH:6][c:7]([OH:10])[cH:8][cH:9]1.[C:20]([O:21][C:22](=[O:23])[CH3:24])(=[O:25])[CH3:26].[CH3:16][C:17]([OH:18])=[O:19].[S:11](=[O:12])(=[O:13])([OH:14])[OH:15]>>[C:1](=[CH2:2])([CH3:3])[c:4]1[cH:5][cH:6][c:7]([O:10][C:17]([CH3:16])=[O:18])[cH:8][cH:9]1. Starting materials: C=C(C)c1ccc(O)cc1, CC(=O)OC(C)=O, CC(=O)O, O=S(=O)(O)O. Product: C=C(C)c1ccc(OC(C)=O)cc1. Reactants: C(\C=C(/C)\CCC[C@H](C)CCC[C@H](C)CCCC(C)C)Cl (phytyl chloride), CC1=C(C(=C2CCC(OC2=C1C)(C)CCCC(C)CCCC(C)CCCC(C)C)C)O (dl-α-tocopherol), C(C)(=O)OC(C)=O (acetic anhydride), N1=CC=C(C=C1)C (γ-picoline). The reagents and catalysts are [Zn] (zinc). Solvent: ligroin, ligroin. Yields the product CC1=C2C(=C(C(=C1C)OC(=O)C)C)CC[C@@](O2)(C)CCC[C@H](C)CCC[C@H](C)CCCC(C)C (dl-α-tocopheryl acetate). Isolated yield 84.7%. As a reaction SMILES: C(Cl)/C=C(/CCC[C@@H](CCC[C@@H](CCCC(C)C)C)C)\C.[CH3:22][C:23]1[C:32]([CH3:33])=[C:31]2[C:26]([CH2:27][CH2:28][C:29]([CH2:35][CH2:36][CH2:37][CH:38]([CH2:40][CH2:41][CH2:42][CH:43]([CH2:45][CH2:46][CH2:47][CH:48]([CH3:50])[CH3:49])[CH3:44])[CH3:39])([CH3:34])[O:30]2)=[C:25]([CH3:51])[C:24]=1[OH:52].[C:53](OC(=O)C)(=[O:55])[CH3:54].N1C=CC(C)=CC=1>[Zn]>[CH3:33][C:32]1[C:23]([CH3:22])=[C:24]([O:52][C:53]([CH3:54])=[O:55])[C:25]([CH3:51])=[C:26]2[CH2:27][CH2:28][C@:29]([CH2:35][CH2:36][CH2:37][C@@H:38]([CH2:40][CH2:41][CH2:42][C@@H:43]([CH2:45][CH2:46][CH2:47][CH:48]([CH3:50])[CH3:49])[CH3:44])[CH3:39])([CH3:34])[O:30][C:31]=12. Procedure: 2.283 g of TMHQ and 0.236 g of metallic zinc powder were suspended in 11.8 ml of ligroin in an atmosphere of nitrogen. A solution of 4.943 g of phytyl chloride [purity 95.7%] in 7.9 ml of ligroin was dripped into said suspension under agitation and refluxed for a period of 2 hours 15 minutes. The suspension was heated and subjected to reflux for another 3 hours to obtain a reaction mixture of dl-α-tocopherol. 11.5 ml of acetic anhydride and 0.218 g of γ-picoline were added to the reaction mixtur... The reactants are O=C1CCCCCCC1, CC(C)(C)C(CC(N)C(=O)O)C(=O)O, CC(=O)O[BH-](OC(C)=O)OC(C)=O, CC(=O)O, CN(C)C=O, [Na+]. Product: CC(C)(C)C(CC(NC1CCCCCCC1)C(=O)O)C(=O)O. RXN SMILES: [C:15]1(=[O:23])[CH2:16][CH2:17][CH2:18][CH2:19][CH2:20][CH2:21][CH2:22]1.[C:1]([CH3:2])([CH3:3])([CH3:4])[CH:5]([CH2:6][CH:7]([NH2:8])[C:9](=[O:10])[OH:11])[C:12](=[O:13])[OH:14].[C:24]([O:25][BH-:26]([O:27][C:28](=[O:29])[CH3:30])[O:31][C:32](=[O:33])[CH3:34])(=[O:35])[CH3:36].[C:38]([OH:39])(=[O:40])[CH3:41].[CH3:42][N:43]([CH3:44])[CH:45]=[O:46].[Na+:37]>>[C:1]([CH3:2])([CH3:3])([CH3:4])[CH:5]([CH2:6][CH:7]([NH:8][CH:15]1[CH2:16][CH2:17][CH2:18][CH2:19][CH2:20][CH2:21][CH2:22]1)[C:9](=[O:10])[OH:11])[C:12](=[O:13])[OH:14]. The reactants are NCC1=NC=CC=C1 (2-aminomethylpyridine), C1(CCCCC1)N=C=NC1CCCCC1 (dicyclohexylcarbodiimide), C(C1=CC=CC=C1)(C1=CC=CC=C1)S(=O)CC(=O)O (benzhydrylsulphinylacetic acid). The solvent is C(Cl)Cl (methylene chloride). Yields the product N1=C(C=CC=C1)CNC(CS(=O)C(C1=CC=CC=C1)C1=CC=CC=C1)=O (N-(2-pyridylmethyl)benzhydrylsulphinylacetamide). As a reaction SMILES: [CH:1]([S:14]([CH2:16][C:17]([OH:19])=O)=[O:15])([C:8]1[CH:13]=[CH:12][CH:11]=[CH:10][CH:9]=1)[C:2]1[CH:7]=[CH:6][CH:5]=[CH:4][CH:3]=1.[NH2:20][CH2:21][C:22]1[CH:27]=[CH:26][CH:25]=[CH:24][N:23]=1.C1(N=C=NC2CCCCC2)CCCCC1>C(Cl)Cl>[N:23]1[CH:24]=[CH:25][CH:26]=[CH:27][C:22]=1[CH2:21][NH:20][C:17](=[O:19])[CH2:16][S:14]([CH:1]([C:2]1[CH:3]=[CH:4][CH:5]=[CH:6][CH:7]=1)[C:8]1[CH:9]=[CH:10][CH:11]=[CH:12][CH:13]=1)=[O:15]. Reported procedure: To a suspension of 15.44 g (0.06 mol) of benzhydrylsulphinylacetic acid in 90 ml of methylene chloride are added 6.48 g (0.06 mol, i.e. 6.17 ml) of 2-aminomethylpyridine and 12.36 g (0.06 mol) of dicyclohexylcarbodiimide are added to the solution thus obtained. The mixture is heated at reflux for about 3 to 4 hours, then left to cool.